Task: describe an organic reaction: reactants, conditions, products, and yield. Dataset: the Open Reaction Database (ORD), a public repository of structured organic reaction records Product: c1cn(-c2ccc3c(c2)OCCN(CCC2CCCCC2)CCO3)cn1. As a reaction SMILES: [C:28]([BH3-:29])#[N:30].[CH:19]1([CH2:25][CH:26]=[O:27])[CH2:20][CH2:21][CH2:22][CH2:23][CH2:24]1.[Na+:31].[n:1]1(-[c:6]2[cH:7][c:8]3[c:9]([cH:17][cH:18]2)[O:10][CH2:11][CH2:12][NH:13][CH2:14][CH2:15][O:16]3)[cH:2][n:3][cH:4][cH:5]1>>[n:1]1(-[c:6]2[cH:7][c:8]3[c:9]([cH:17][cH:18]2)[O:10][CH2:11][CH2:12][N:13]([CH2:26][CH2:25][CH:19]2[CH2:20][CH2:21][CH2:22][CH2:23][CH2:24]2)[CH2:14][CH2:15][O:16]3)[cH:2][n:3][cH:4][cH:5]1. Reactants: [BH3-]C#N, O=CCC1CCCCC1, [Na+], c1cn(-c2ccc3c(c2)OCCNCCO3)cn1. Reactants: [N+](=O)([O-])C1=C(C=CC(=C1)OC(F)(F)F)Br (2-nitro-4-trifluoromethoxy-bromobenzene), [Cu]C#N (copper (I) cyanide). Solvent: C1(=CC=CC=C1)C (Toluene). Conditions: temperature 150 celsius. Product: [N+](=O)([O-])C1=C(C#N)C=CC(=C1)OC(F)(F)F (2-nitro-4-trifluoromethoxybenzonitrile). Yield: 68.5%. As a reaction SMILES: [N+:1]([C:4]1[CH:9]=[C:8]([O:10][C:11]([F:14])([F:13])[F:12])[CH:7]=[CH:6][C:5]=1Br)([O-:3])=[O:2].[Cu][C:17]#[N:18]>C1(C)C=CC=CC=1>[N+:1]([C:4]1[CH:9]=[C:8]([O:10][C:11]([F:14])([F:13])[F:12])[CH:7]=[CH:6][C:5]=1[C:17]#[N:18])([O-:3])=[O:2]. Procedure details: A solution of 2-nitro-4-trifluoromethoxy-bromobenzene (2.0 g) in N,N-dimetbylformamide (2 ml) was treated with copper (I) cyanide (0.62 g) and the mixture heated at 150° C. for 1 hour. Toluene (10 ml) was added and the mixture was maintained at reflux for 1 hour. The mixture was filtered and the filtrate evaporated to give a dark oil which was purified by chromatography eluting with ethyl acetate/hexane (1:9) to give 2-nitro-4-trifluoromethoxybenzonitrile (1.1 g) as a yellow liquid, NMR (CDCl3) ... Reactants: ClC=1N=NC(=CC1Cl)Cl (3,4,6-trichloropyridazine), N (NH3), CO (MeOH). Product: ClC=1N=NC(=CC1N)Cl (3,6-dichloropyridazin-4-amine). The yield is 32.0%. Reaction SMILES: [Cl:1][C:2]1[N:3]=[N:4][C:5]([Cl:9])=[CH:6][C:7]=1Cl.[NH3:10].CO>>[Cl:1][C:2]1[N:3]=[N:4][C:5]([Cl:9])=[CH:6][C:7]=1[NH2:10]. Reported procedure: A MW vial was charged with 3,4,6-trichloropyridazine (5 g, 27.3 mmol) and 7N NH3 in MeOH (19.47 mL, 136 mmol). The MW vial was sealed and the resulting mixture was submitted to MW irradiation at 100° C. for 30 min. The reaction was cooled down to RT and concentrated under reduced pressure. The crude product was purified by silica gel column chromatography (hexane/EtOAc 35-60%) to afford the title product (1.49 g, 8.63 mmol, 32% yield) as yellow solid. tR: 1.61 min (HPLC 1); tR: 0.45 min (LC-MS 2...